From a dataset of the Open Reaction Database (ORD), a public repository of structured organic reaction records. describe an organic reaction: reactants, conditions, products, and yield Reactants: ClCCl, O=C(Cl)C(=O)Cl, Cl, NC(=O)c1c(Cl)cccc1Cl. The product is O=C=NC(=O)c1c(Cl)cccc1Cl. RXN SMILES: [CH2:19]([Cl:20])[Cl:21].[Cl:12][C:13](=[O:14])[C:15]([Cl:16])=[O:17].[ClH:18].[NH2:1][C:2](=[O:3])[c:4]1[c:5]([Cl:6])[cH:7][cH:8][cH:9][c:10]1[Cl:11]>>[N:1]([C:2](=[O:3])[c:4]1[c:5]([Cl:6])[cH:7][cH:8][cH:9][c:10]1[Cl:11])=[C:13]=[O:14].